From a dataset of the Open Reaction Database (ORD), a public repository of structured organic reaction records. describe an organic reaction: reactants, conditions, products, and yield The reactants are BrC=1C=C2C(NC=NC2=C(C1C)[N+](=O)[O-])=O (6-Bromo-7-methyl-8-nitroquinazolin-4(3H)-one). The solvent is CCO (EtOH). Conditions: time 4 day. Yields the product NC=1C(=CC=C2C(NC=NC12)=O)C (8-amino-7-methylquinazolin-4(3H)-one). Reaction SMILES: Br[C:2]1[CH:3]=[C:4]2[C:9](=[C:10]([N+:13]([O-])=O)[C:11]=1[CH3:12])[N:8]=[CH:7][NH:6][C:5]2=[O:16]>CCO>[NH2:13][C:10]1[C:11]([CH3:12])=[CH:2][CH:3]=[C:4]2[C:9]=1[N:8]=[CH:7][NH:6][C:5]2=[O:16]. Reported procedure: 6-Bromo-7-methyl-8-nitroquinazolin-4(3H)-one (4.8 g, 17 mmol) was suspended in EtOH (500 ml) and degassed using a vacuum line. The mixture was then evacuated with nitrogen and 10% Pd/C (1.4 g) was added under a positive flow of nitrogen. The reaction was then placed under a hydrogen atmosphere with a large balloon while stirring. After 4 days, the reaction was filtered through a pad of celite. The filtrate was reduced under vacuum and the residue was triturated with ether to give 8-amino-7-methy... The reactants are Cl (Hydrogen chloride), ClCC(CC1=CC=C(C=C1)F)=O (3-Chloro-1-(4-fluorophenyl)propanone), S(O)(O)(=O)=O (sulfuric acid), ice. Conditions: temperature 20 celsius. Yields the product ketone, FC=1C=C2CCC(C2=CC1)=O (5-fluoro-1-indanone). The yield is 33.0%. As a reaction SMILES: Cl[CH2:2][C:3](=O)[CH2:4][C:5]1[CH:10]=[CH:9][C:8]([F:11])=[CH:7][CH:6]=1.S(=O)(=O)(O)[OH:14].Cl>>[F:11][C:8]1[CH:7]=[C:6]2[C:5](=[CH:10][CH:9]=1)[C:4](=[O:14])[CH2:3][CH2:2]2. Procedure: The procedure used for the preparation of 5-fluoro-1-indanone is that of Olivier and Marechal (E. Bull. Soc. Chim. Fr. (1973) 3092-3095) with modifications. The conversion of the ketone to 7-fluoro-5H-indeno[1,2-b]pyridine followed the general procedure described by Parcell and Hauck (J. Org. Chem. (1963) 28, 3468-3473) for the preparation of 5H-indeno[1,2-b]pyridine from 1-indanone. ##STR122## Aluminum chloride (350 g, 2.62 mol) was covered with 650 mL methylene chloride and, while stirring und... The reactants are CC1N(C(=O)OCc2ccccc2)COC1(O)c1ccc(OCc2ccccc2)cc1, Cc1ccccc1. Product: CC(NC(=O)OCc1ccccc1)C(=O)c1ccc(OCc2ccccc2)cc1. RXN SMILES: [CH2:1]([c:2]1[cH:3][cH:4][cH:5][cH:6][cH:7]1)[O:8][C:9](=[O:10])[N:11]1[CH:15]([CH3:16])[C:14]([OH:12])([c:18]2[cH:19][cH:20][c:21]([O:24][CH2:25][c:26]3[cH:27][cH:28][cH:29][cH:30][cH:31]3)[cH:22][cH:23]2)[O:13][CH2:17]1.[CH3:32][c:33]1[cH:34][cH:35][cH:36][cH:37][cH:38]1>>[CH2:1]([c:2]1[cH:3][cH:4][cH:5][cH:6][cH:7]1)[O:8][C:9](=[O:10])[NH:11][CH:15]([C:14](=[O:13])[c:18]1[cH:19][cH:20][c:21]([O:24][CH2:25][c:26]2[cH:27][cH:28][cH:29][cH:30][cH:31]2)[cH:22][cH:23]1)[CH3:16]. Reactants: NC1C(N(CC(SC1)C1=CC=CC=C1)CC(=O)OC(C)(C)C)=O (t-butyl α-(6-amino-5-oxo-2-phenylperhydro-1,4-thiazepin-4-yl)acetate), BrC(C(=O)OCC1=CC=CC=C1)CCC1=CC=CC=C1 (benzyl 2-bromo-4-phenylbutyrate). Run in C(C)(=O)OCC (ethyl acetate), C(Cl)Cl (methylene chloride). Product: C(C1=CC=CC=C1)OC(=O)C(CCC1=CC=CC=C1)NC1C(N(CC(SC1)C1=CC=CC=C1)CC(=O)OC(C)(C)C)=O (t-Butyl α-[6-(1-benzyloxycarbonyl-3-phenylpropylamino)-5-oxo-2-phenylperhydro-1,4-thiazepin-4-yl]acetate). RXN SMILES: [NH2:1][CH:2]1[CH2:8][S:7][CH:6]([C:9]2[CH:14]=[CH:13][CH:12]=[CH:11][CH:10]=2)[CH2:5][N:4]([CH2:15][C:16]([O:18][C:19]([CH3:22])([CH3:21])[CH3:20])=[O:17])[C:3]1=[O:23].Br[CH:25]([CH2:36][CH2:37][C:38]1[CH:43]=[CH:42][CH:41]=[CH:40][CH:39]=1)[C:26]([O:28][CH2:29][C:30]1[CH:35]=[CH:34][CH:33]=[CH:32][CH:31]=1)=[O:27]>C(OCC)(=O)C.C(Cl)Cl>[CH2:29]([O:28][C:26]([CH:25]([NH:1][CH:2]1[CH2:8][S:7][CH:6]([C:9]2[CH:14]=[CH:13][CH:12]=[CH:11][CH:10]=2)[CH2:5][N:4]([CH2:15][C:16]([O:18][C:19]([CH3:20])([CH3:22])[CH3:21])=[O:17])[C:3]1=[O:23])[CH2:36][CH2:37][C:38]1[CH:43]=[CH:42][CH:41]=[CH:40][CH:39]=1)=[O:27])[C:30]1[CH:31]=[CH:32][CH:33]=[CH:34][CH:35]=1. Procedure details: 0.34 g of t-butyl α-(6-amino-5-oxo-2-phenylperhydro-1,4-thiazepin-4-yl)acetate [prepared as described in Example 7(g)] was N-alkylated with 0.50 g of benzyl 2-bromo-4-phenylbutyrate in the same manner as in Example 1(h). The reaction product was subjected to silica gel column chromatography using a 1:40 by volume mixture of ethyl acetate and methylene chloride as eluent, to separate it into two isomers, A and B, (ascribed to the asymmetric carbon atom to which the phenethyl group is attached). Starting materials: C(C1=CC=CC=C1)(=O)C1=C(C=C(C(=O)O)C=C1[N+](=O)[O-])O (4-benzoyl-3hydroxy-5-nitrobenzoic acid), OC=1C=C(C(=O)O)C=C(C1C(C1=CC=C(C=C1)C)=O)[N+](=O)[O-] (3-hydroxy-4-(4'-methylbenzoyl)-5-nitrobenzoic acid). Product: OC=1C=C(C(=O)OCC)C=C(C1C(C1=CC=C(C=C1)C)=O)[N+](=O)[O-] (ethyl 3-hydroxy-4-(4'-methylbenzoyl)-5-nitrobenzoate). Reaction SMILES: [C:1](C1C([N+]([O-])=O)=CC(C(O)=O)=CC=1O)(=O)[C:2]1C=CC=CC=1.[OH:22][C:23]1[CH:24]=[C:25]([CH:29]=[C:30]([N+:41]([O-:43])=[O:42])[C:31]=1[C:32](=[O:40])[C:33]1[CH:38]=[CH:37][C:36]([CH3:39])=[CH:35][CH:34]=1)[C:26]([OH:28])=[O:27]>>[OH:22][C:23]1[CH:24]=[C:25]([CH:29]=[C:30]([N+:41]([O-:43])=[O:42])[C:31]=1[C:32](=[O:40])[C:33]1[CH:34]=[CH:35][C:36]([CH3:39])=[CH:37][CH:38]=1)[C:26]([O:28][CH2:1][CH3:2])=[O:27]. Procedure details: By replacing in Example 6, step A, 4-benzoyl-3hydroxy-5-nitrobenzoic acid with 3-hydroxy-4-(4'-methylbenzoyl)-5-nitrobenzoic acid and following the procedure described, ethyl 3-hydroxy-4-(4'-methylbenzoyl)-5-nitrobenzoate is obtained with a melting point of 145°-147° C.